The task is: describe an organic reaction: reactants, conditions, products, and yield. This data is from the Open Reaction Database (ORD), a public repository of structured organic reaction records. Reactants: C([O-])(O)=O.[Na+] (sodium bicarbonate), C(C)C=1C(=C(SC1)N)C(=O)O (ethyl 2-aminothiophene-3-carboxylic acid), C1(=CC=C(C=C1)S(=O)(=O)O)C (4-toluenesulfonic acid), COC(C)(C)OC (2,2-dimethoxypropane). Run in C1(=CC=CC=C1)C (toluene). Conditions: time 3 day. The product is CC(C)NC=1SC=CC1C(=O)OCC (Ethyl 2-[(1-methylethyl)amino]thiophene-3-carboxylate). RXN SMILES: C([C:3]1[C:4]([C:9]([OH:11])=[O:10])=[C:5]([NH2:8])[S:6][CH:7]=1)C.[C:12]1(C)[CH:17]=CC(S(O)(=O)=O)=C[CH:13]=1.CO[C:25](OC)(C)[CH3:26].C(=O)(O)[O-].[Na+]>C1(C)C=CC=CC=1>[CH3:13][CH:12]([NH:8][C:5]1[S:6][CH:7]=[CH:3][C:4]=1[C:9]([O:11][CH2:25][CH3:26])=[O:10])[CH3:17] |f:3.4|. Procedure details: A solution of ethyl 2-aminothiophene-3-carboxylic acid (Chem.Ber.; 1965; 98; 3571-3577, 98.8 g), 4-toluenesulfonic acid (1 g) and 2,2-dimethoxypropane (158 ml) in anhydrous toluene (650 ml) was heated at reflux under nitrogen for 5 hours. The solution was allowed to cool and was then added to saturated aqueous sodium bicarbonate solution (500 ml) and extracted with ether (500 ml). The organic extracts were dried over anhydrous magnesium sulfate, filtered and evaporated. The residual oil was diss... Starting materials: ClCCl, COC(=O)c1ccc(C)c(-n2c(C)nc(OCc3ccc(F)cc3F)cc2=O)c1, O=C1CCC(=O)N1Br. Yields the product COC(=O)c1ccc(C)c(-n2c(C)nc(OCc3ccc(F)cc3F)c(Br)c2=O)c1. Reaction SMILES: [Cl:38][CH2:39][Cl:40].[F:1][c:2]1[c:3]([CH2:4][O:5][c:6]2[n:7][c:8]([CH3:24])[n:9](-[c:13]3[cH:14][c:15]([C:16](=[O:17])[O:18][CH3:19])[cH:20][cH:21][c:22]3[CH3:23])[c:10](=[O:12])[cH:11]2)[cH:25][cH:26][c:27]([F:29])[cH:28]1.[O:30]=[C:31]1[N:32]([Br:37])[C:33](=[O:34])[CH2:35][CH2:36]1>>[F:1][c:2]1[c:3]([CH2:4][O:5][c:6]2[n:7][c:8]([CH3:24])[n:9](-[c:13]3[cH:14][c:15]([C:16](=[O:17])[O:18][CH3:19])[cH:20][cH:21][c:22]3[CH3:23])[c:10](=[O:12])[c:11]2[Br:37])[cH:25][cH:26][c:27]([F:29])[cH:28]1. The reactants are BrC=1C=CC2=C(C(=C(O2)C2CC2)C(=O)OCC)C1 (ethyl 5-bromo-2-cyclopropylbenzofuran-3-carboxylate), [N+](=O)(O)[O-] (HNO3), ice water. Run in C(Cl)(Cl)Cl (CHCl3). Conditions: temperature 0 celsius, time 1 hour. Yields the product crude product, BrC=1C(=CC2=C(C(=C(O2)C2CC2)C(=O)OCC)C1)[N+](=O)[O-] (ethyl 5-bromo-2-cyclopropyl-6-nitrobenzofuran-3-carboxylate). Yield: 40.0%. As a reaction SMILES: [Br:1][C:2]1[CH:3]=[CH:4][C:5]2[O:9][C:8]([CH:10]3[CH2:12][CH2:11]3)=[C:7]([C:13]([O:15][CH2:16][CH3:17])=[O:14])[C:6]=2[CH:18]=1.[N+:19]([O-])([OH:21])=[O:20]>C(Cl)(Cl)Cl>[Br:1][C:2]1[C:3]([N+:19]([O-:21])=[O:20])=[CH:4][C:5]2[O:9][C:8]([CH:10]3[CH2:12][CH2:11]3)=[C:7]([C:13]([O:15][CH2:16][CH3:17])=[O:14])[C:6]=2[CH:18]=1. Reported procedure: To a solution of compound ethyl 5-bromo-2-cyclopropylbenzofuran-3-carboxylate (10 g, 34 mmol) in CHCl3 (60 mL), fuming HNO3 (12 mL, 95%) was added dropwise at −20° C. over 90 min and the mixture was stirred at 0° C. for 1 hour. The reaction mixture was added to ice water and extracted with CH2Cl2. The organic layer was washed with NaHCO3 (aq.) and brine. The solvent was removed by distillation to provide the crude product of ethyl 5-bromo-2-cyclopropyl-6-nitrobenzofuran-3-carboxylate (4.5 g, yie... Reactants: C(C)(=O)NC1=C(C(C(=O)O)=CC=C1[N+](=O)[O-])C(=O)O (3-Acetamido-4-nitrophthalic acid), C(C)(=O)Cl (acetyl chloride). The solvent is C(C)(=O)OC(C)=O (acetic anhydride). Conditions: time 2 hour. Yields the product C(C)(=O)NC1=C2C(C(=O)OC2=O)=CC=C1[N+](=O)[O-] (3-Acetamido-4-nitrophthalic anhydride). Isolated yield 58.0%. Reaction SMILES: [C:1]([NH:4][C:5]1[C:13]([N+:14]([O-:16])=[O:15])=[CH:12][CH:11]=[C:7]([C:8]([OH:10])=O)[C:6]=1[C:17]([OH:19])=[O:18])(=[O:3])[CH3:2].C(Cl)(=O)C>C(OC(=O)C)(=O)C>[C:1]([NH:4][C:5]1[C:13]([N+:14]([O-:16])=[O:15])=[CH:12][CH:11]=[C:7]2[C:8]([O:19][C:17](=[O:18])[C:6]=12)=[O:10])(=[O:3])[CH3:2]. Procedure: 3-Acetamido-4-nitrophthalic acid (0.538 g, 2.00 mmol) was dissolved in acetic anhydride (10 ml) at 80° C., and the solution was added with acetyl chloride (1 ml) and stirred for 2 hours. The solvent was evaporated, and a small amount of anhydrous dichloromethane was added to the residue, and precipitates were collected by filtration to obtain the title compound (0.29 g, 58%). Reactants: [NH4+].[Cl-] (NH4Cl), C(C=C)(=O)Cl (acrylic acid chloride), solution, [Li]CCCC (n-BuLi), CCCCCC (hexane), C(C)(C)[C@@H]1NC(OC1)=O ((S)-4-isopropyl-oxazolidin-2-one). Run in C1CCOC1 (THF). Run at temperature -78 celsius, time 30 minute. Product: C(C)(C)[C@@H]1N(C(OC1)=O)C(C=C)=O ((S)-4-Isopropyl-3-propenoyl-oxazolidin-2-one). Yield: 89.0%. As a reaction SMILES: [Li]CCCC.CCCCCC.[CH:12]([C@H:15]1[CH2:19][O:18][C:17](=[O:20])[NH:16]1)([CH3:14])[CH3:13].[C:21](Cl)(=[O:24])[CH:22]=[CH2:23].[NH4+].[Cl-]>C1COCC1>[CH:12]([C@H:15]1[CH2:19][O:18][C:17](=[O:20])[N:16]1[C:21](=[O:24])[CH:22]=[CH2:23])([CH3:14])[CH3:13] |f:4.5|. Procedure: Production in a way similar to: D. A. Evans, K. T. Chapman, J. Bisha J. Am. Chem. Soc. 1988, 110, 1238; A Studer, T. Hintermann, D. Seebach Helv. Chim. Acta 1995, 78, 1185. 6.88 ml of a 1.6M solution of n-BuLi in hexane (11.0 mmol) is slowly added to a solution of 1.299 g (10.0 mmol) of (S)-4-isopropyl-oxazolidin-2-one in 15 ml of absolute THF at -78° C. The solution is stirred for 30 minutes at -78° C.; 1.22 ml (15.0 mmol) of acrylic acid chloride is added drop by drop; it is allowed to reach r... The reactants are O=C1CCCc2ccccc21, Cc1ccccc1, O=Cc1cccc([N+](=O)[O-])c1, O, Cc1ccc(S(=O)(=O)O)cc1. Reaction SMILES: [C:1]1(=[O:11])[CH2:2][CH2:3][CH2:4][c:5]2[cH:6][cH:7][cH:8][cH:9][c:10]21.[CH3:35][c:36]1[cH:37][cH:38][cH:39][cH:40][cH:41]1.[N+:12](=[O:13])([O-:14])[c:15]1[cH:16][c:17]([CH:18]=[O:19])[cH:20][cH:21][cH:22]1.[OH2:23].[c:24]1([CH3:25])[cH:26][cH:27][c:28]([S:29]([OH:30])(=[O:31])=[O:32])[cH:33][cH:34]1>>[C:1]1(=[O:11])[C:2](=[CH:18][c:17]2[cH:16][c:15]([N+:12](=[O:13])[O-:14])[cH:22][cH:21][cH:20]2)[CH2:3][CH2:4][c:5]2[cH:6][cH:7][cH:8][cH:9][c:10]21. Product: O=C1C(=Cc2cccc([N+](=O)[O-])c2)CCc2ccccc21. Reactants: [BH4-], CC(=O)C(Cc1ccccc1)NC(=O)OC(C)(C)C, CCO, [Na+], O. The product is CC(O)C(Cc1ccccc1)NC(=O)OC(C)(C)C. As a reaction SMILES: [BH4-:20].[CH2:1]([c:2]1[cH:3][cH:4][cH:5][cH:6][cH:7]1)[CH:8]([C:9]([CH3:10])=[O:11])[NH:12][C:13]([O:14][C:15]([CH3:16])([CH3:17])[CH3:18])=[O:19].[CH3:22][CH2:23][OH:24].[Na+:21].[OH2:25]>>[CH2:1]([c:2]1[cH:3][cH:4][cH:5][cH:6][cH:7]1)[CH:8]([CH:9]([CH3:10])[OH:11])[NH:12][C:13]([O:14][C:15]([CH3:16])([CH3:17])[CH3:18])=[O:19].